The task is: describe an organic reaction: reactants, conditions, products, and yield. This data is from the Open Reaction Database (ORD), a public repository of structured organic reaction records. Reactants: ClC1=CC=C2C(=C1)NC(C21C(NC(CC1C1=CC(=CC=C1)Cl)=O)C(CC)=C)=O (racemic (2′R,3R,4′S)-6-chloro-4′-(3-chlorophenyl)-2′-(1-methylene-propyl)spiro[3H-indole-3,3′-piperidine]-2,6′(1H)-dione), O=[O+][O-] (ozone). Run in ClCCl (dichloromethane), CO (methanol). Reaction conditions: time 8 hour. Product: ClC1=CC=C2C(=C1)NC(C21C(NC(CC1C1=CC(=CC=C1)Cl)=O)C(CC)=O)=O (racemic (2′R,3R,4′S)-6-chloro-4′-(3-chlorophenyl)-2′-propionylspiro[3H-indole-3,3′-piperidine]-2,6′(1H)-dione). Isolated yield 50.0%. Reaction SMILES: [Cl:1][C:2]1[CH:7]=[C:6]2[NH:8][C:9](=[O:28])[C:10]3([CH:15]([C:16]4[CH:21]=[CH:20][CH:19]=[C:18]([Cl:22])[CH:17]=4)[CH2:14][C:13](=[O:23])[NH:12][CH:11]3[C:24](=C)[CH2:25][CH3:26])[C:5]2=[CH:4][CH:3]=1.[O:29]=[O+][O-]>CO.ClCCl>[Cl:1][C:2]1[CH:7]=[C:6]2[NH:8][C:9](=[O:28])[C:10]3([CH:15]([C:16]4[CH:21]=[CH:20][CH:19]=[C:18]([Cl:22])[CH:17]=4)[CH2:14][C:13](=[O:23])[NH:12][CH:11]3[C:24](=[O:29])[CH2:25][CH3:26])[C:5]2=[CH:4][CH:3]=1. Procedure details: To a solution of racemic (2′R,3R,4′S)-6-chloro-4′-(3-chlorophenyl)-2′-(1-methylene-propyl)spiro[3H-indole-3,3′-piperidine]-2,6′(1H)-dione (300 mg, 0.72 mmol) prepared in example 80b in methanol and dichloromethane (1:1, 50 mL) at −78° C. was passed a stream of ozone until the color of the solution turned blue. The reaction mixture was degassed with nitrogen, then methyl disulfide (5 mL) was added. The reaction was slowly warmed to room temperature and stirred overnight. The mixture was concentra... Reactants: [AlH4-].[Li+] (lithium aluminohydride), O1C(COC2=C1C=CC=C2)C(C)N2CCC(CC2)C(=O)N (1-[1-(1,4-benzodioxan-2 yl)ethyl]piperidine-4 carboxamide). The solvent is O1CCCC1 (tetrahydrofuran). The product is O1C(COC2=C1C=CC=C2)C(C)N2CCC(CC2)CN (1-[1-(1,4-benzodioxan-2 yl)ethyl]4-aminomethyl piperidine). RXN SMILES: [AlH4-].[Li+].[O:3]1[C:8]2[CH:9]=[CH:10][CH:11]=[CH:12][C:7]=2[O:6][CH2:5][CH:4]1[CH:13]([N:15]1[CH2:20][CH2:19][CH:18]([C:21]([NH2:23])=O)[CH2:17][CH2:16]1)[CH3:14]>O1CCCC1>[O:3]1[C:8]2[CH:9]=[CH:10][CH:11]=[CH:12][C:7]=2[O:6][CH2:5][CH:4]1[CH:13]([N:15]1[CH2:16][CH2:17][CH:18]([CH2:21][NH2:23])[CH2:19][CH2:20]1)[CH3:14] |f:0.1|. Procedure: In a suspension of 30 g lithium aluminohydride in 1000 ml tetrahydrofuran 78 g of the carboxamide of step F as the solid is added thereto portionwise. Product: COC(COC1=CC(=C(C=C1)Cl)N)=O ((3-amino-4-chlorophenoxy)acetic acid methyl ester). Isolated yield 53.2%. The solvent is CO (methanol). Reaction conditions: temperature 60 celsius. Reagents/catalysts: [Fe] (iron). Procedure: A solution of (4-chloro-3-nitrophenoxy)acetic acid methyl ester (30 g) in methanol (100 mL) was added to a mixture of iron (26 g), ammonium chloride (33 g) and water (400 mL) at room temperature, and the resulting mixture was heated in an ultrasonic bath at 60° C. for 4 hours. The mixture was basified by the addition of sodium hydroxide, extracted with ethyl acetate, and the combined extracts were washed with 1.0M aqueous hydrochloric acid solution. The pH of the combined aqueous phases was adju... Reaction SMILES: [CH3:1][O:2][C:3](=[O:16])[CH2:4][O:5][C:6]1[CH:11]=[CH:10][C:9]([Cl:12])=[C:8]([N+:13]([O-])=O)[CH:7]=1.[Cl-].[NH4+].O.[OH-].[Na+]>CO.[Fe]>[CH3:1][O:2][C:3](=[O:16])[CH2:4][O:5][C:6]1[CH:11]=[CH:10][C:9]([Cl:12])=[C:8]([NH2:13])[CH:7]=1 |f:1.2,4.5|. The reactants are [OH-].[Na+] (sodium hydroxide), COC(COC1=CC(=C(C=C1)Cl)[N+](=O)[O-])=O ((4-chloro-3-nitrophenoxy)acetic acid methyl ester), [Cl-].[NH4+] (ammonium chloride), O (water). The reactants are CSC1=CC=C(C=C1)N1C(O[C@H](C1)COS(=O)(=O)C)=O ((5R)-3-(4-Methylthiophenyl)-5-methanesulfonyloxymethyloxazolidin-2-one), N1C=NC=C1 (imidazole), [H-].[Na+] (Sodium hydride). The solvent is CN(C=O)C (N,N-dimethylformamide), CN(C=O)C (N,N-dimethylformamide), O (water). Run at time 10 minute. Product: CSC1=CC=C(C=C1)N1C(O[C@H](C1)CN1C=NC=C1)=O ((5S)-3-(4-Methylthiophenyl)-5-(imidazol-1-ylmethyl)oxazolidin-2-one). The yield is 70.7%. As a reaction SMILES: [H-].[Na+].[NH:3]1[CH:7]=[CH:6][N:5]=[CH:4]1.[CH3:8][S:9][C:10]1[CH:15]=[CH:14][C:13]([N:16]2[CH2:20][C@H:19]([CH2:21]OS(C)(=O)=O)[O:18][C:17]2=[O:27])=[CH:12][CH:11]=1>CN(C)C=O.O>[CH3:8][S:9][C:10]1[CH:11]=[CH:12][C:13]([N:16]2[CH2:20][C@H:19]([CH2:21][N:3]3[CH:7]=[CH:6][N:5]=[CH:4]3)[O:18][C:17]2=[O:27])=[CH:14][CH:15]=1 |f:0.1|. Reported procedure: Sodium hydride (80% in oil, 23 mg, 0.77 mM) was stirred under nitrogen in N,N-dimethylformamide (5 ml), imidazole (52 mg, 0.77 mM) added, and stirring continued for 10 minutes. (5R)-3-(4-Methylthiophenyl)-5-methanesulfonyloxymethyloxazolidin-2-one (200 mg, 0.63 mM) was dissolved in N,N-dimethylformamide (5 ml), added to the above, and the mixture stirred 18 hours at ambient temperature. After diluting with water (30 ml), the mixture was extracted with ethyl acetate (30 ml), the extract washed wi... Reactants: O[C@@H]1C(NCC1)=O ((3S)-3-hydroxypyrrolidin-2-one), BrC1=CC=C(C=C1)C(F)(F)F (1-bromo-4-(trifluoromethyl)benzene), C1(=CC=CC=C1)P(C1=CC=CC=2C(C3=CC=CC(=C3OC12)P(C1=CC=CC=C1)C1=CC=CC=C1)(C)C)C1=CC=CC=C1 (4,5-bis(diphenylphosphino)-9,9-dimethylxanthene), C([O-])([O-])=O.[Cs+].[Cs+] (cesium carbonate). Reagents/catalysts: C(C)(=O)[O-].[Pd+2].C(C)(=O)[O-] (palladium(II) acetate). The solvent is O1CCOCC1 (1,4-dioxane). Run at temperature 80 celsius, time 16 hour. Product: O[C@@H]1C(N(CC1)C1=CC=C(C=C1)C(F)(F)F)=O ((3S)-3-hydroxy-1-[4-(trifluoromethyl)phenyl]pyrrolidin-2-one). RXN SMILES: [OH:1][C@H:2]1[CH2:6][CH2:5][NH:4][C:3]1=[O:7].Br[C:9]1[CH:14]=[CH:13][C:12]([C:15]([F:18])([F:17])[F:16])=[CH:11][CH:10]=1.C1(P(C2C=CC=CC=2)C2C3OC4C(=CC=CC=4P(C4C=CC=CC=4)C4C=CC=CC=4)C(C)(C)C=3C=CC=2)C=CC=CC=1.C(=O)([O-])[O-].[Cs+].[Cs+]>C([O-])(=O)C.[Pd+2].C([O-])(=O)C.O1CCOCC1>[OH:1][C@H:2]1[CH2:6][CH2:5][N:4]([C:9]2[CH:14]=[CH:13][C:12]([C:15]([F:18])([F:17])[F:16])=[CH:11][CH:10]=2)[C:3]1=[O:7] |f:3.4.5,6.7.8|. Procedure: To a 1,4-dioxane (20 mL) solution of (3S)-3-hydroxypyrrolidin-2-one (372 mg, 3.68 mmol) and 1-bromo-4-(trifluoromethyl)benzene (508 μL, 3.68 mmol) at room temperature was added 4,5-bis(diphenylphosphino)-9,9-dimethylxanthene (64 mg, 0.11 mmol), palladium(II) acetate (17 mg, 0.070 mmol) and cesium carbonate (1.80 g, 5.52 mmol). After stirring at 80° C. for 16 hours, the reaction mixture was allowed to cool down to room temperature and partitioned between diethyl ether (100 mL) and brine (100 mL)....